This data is from the Open Reaction Database (ORD), a public repository of structured organic reaction records. The task is: describe an organic reaction: reactants, conditions, products, and yield Reactants: NC1=CC(=NC(=N1)SC)NCCNC(OC(C)(C)C)=O (Tert-Butyl N-[2-[(6-amino-2-methylsulfanyl-pyrimidin-4-yl)amino]ethyl]carbamate), FC(S(=O)(=O)O)(F)F (trifluoromethanesulfonic acid). The solvent is C(Cl)Cl (DCM). Conditions: time 2 hour. Yields the product FC(S(=O)(=O)O)(F)F.NCCNC1=CC(=NC(=N1)SC)N (N6-(2-Aminoethyl)-2-methylsulfanyl-pyrimidine-4,6-diamine trifluoromethane-sulfonate). RXN SMILES: [NH2:1][C:2]1[N:7]=[C:6]([S:8][CH3:9])[N:5]=[C:4]([NH:10][CH2:11][CH2:12][NH:13]C(=O)OC(C)(C)C)[CH:3]=1.[F:21][C:22]([F:28])([F:27])[S:23]([OH:26])(=[O:25])=[O:24]>C(Cl)Cl>[F:21][C:22]([F:28])([F:27])[S:23]([OH:26])(=[O:25])=[O:24].[NH2:13][CH2:12][CH2:11][NH:10][C:4]1[N:5]=[C:6]([S:8][CH3:9])[N:7]=[C:2]([NH2:1])[CH:3]=1 |f:3.4|. Reported procedure: Tert-Butyl N-[2-[(6-amino-2-methylsulfanyl-pyrimidin-4-yl)amino]ethyl]carbamate (105 mg, 0.35 mmol) was dissolved in a mixture of DCM (20 ml) and trifluoromethanesulfonic acid (5 ml) and stirred at room temperature for 2 hours. The volatiles were removed under reduced pressure, the residue was taken up in THF and evaporated again to yield 182 mg of a residue that was used directly in the next step. RXN SMILES: [O-]CC.[Na+].C(O)(=O)C.[CH3:9][CH:10]([CH3:15])[CH2:11][C:12](=[NH:14])[NH2:13].Cl.C(O[C:20](=[NH:27])[CH2:21][C:22](OCC)=[O:23])C.Cl>C(O)C.O>[NH2:27][C:20]1[N:13]=[C:12]([CH2:11][CH:10]([CH3:15])[CH3:9])[N:14]=[C:22]([OH:23])[CH:21]=1 |f:0.1,2.3,4.5|. The solvent is C(C)O (ethanol), C(C)O (ethanol), O (Water), O (water). Yields the product NC1=CC(=NC(=N1)CC(C)C)O (6-Amino-2-isobutylpyrimidin-4-ol). Isolated yield 43.5%. Procedure: Sodium ethoxide (210 mL of a 21% solution in ethanol, 563 mmol) was diluted with absolute ethanol (290 mL). To the sodium ethoxide solution were then sequentially added 3-methylbutanimidamide acetate (45 g, 281 mmol) and ethyl 3-ethoxy-3-iminopropionate hydrochloride (59 g 85% purity, 256 mmol) and the mixture was heated to reflux overnight. The mixture was cooled down, solvent was stripped off and the residue was diluted with water (100 mL). pH was adjusted to 6-7 with 2 N HCl and the slurry wa... The reactants are [O-]CC.[Na+] (Sodium ethoxide), solution, C(C)(=O)O.CC(CC(N)=N)C (3-methylbutanimidamide acetate), Cl.C(C)OC(CC(=O)OCC)=N (ethyl 3-ethoxy-3-iminopropionate hydrochloride), [O-]CC.[Na+] (sodium ethoxide), Cl (HCl). Reactants: ClCCl, Cl, C1COCCO1, COc1ccccc1C(CCO)NC(=O)OC(C)(C)C. Yields the product Cl, COc1ccccc1C(N)CCO. RXN SMILES: [Cl:22][CH2:23][Cl:24].[ClH:21].[O:25]1[CH2:26][CH2:27][O:28][CH2:29][CH2:30]1.[OH:1][CH2:2][CH2:3][CH:4]([c:5]1[c:6]([O:11][CH3:12])[cH:7][cH:8][cH:9][cH:10]1)[NH:13][C:14](=[O:15])[O:16][C:17]([CH3:18])([CH3:19])[CH3:20]>>[ClH:21].[OH:1][CH2:2][CH2:3][CH:4]([c:5]1[c:6]([O:11][CH3:12])[cH:7][cH:8][cH:9][cH:10]1)[NH2:13]. Reactants: OC1=CC=CC2=CSN=C21 (7-hydroxy-2,1-benzisothiazole), CN=C=O (methylisocyanate), C1CN2CCN1CC2 (triethylenediamine), CCCCC(CC)C(=O)[O-].CCCCC(CC)C(=O)[O-].[Sn+2] (stannous octoate). Solvent: C1=CC=CC=C1 (benzene). Run at time 5 minute. Product: N=1SC=C2C1C(=CC=C2)OC(NC)=O (2,1-benzisothiazol-7-yl-N-methylcarbamate). RXN SMILES: [OH:1][C:2]1[C:10]2[C:6](=[CH:7][S:8][N:9]=2)[CH:5]=[CH:4][CH:3]=1.C1N2CCN(CC2)C1.CCCCC(C([O-])=O)CC.CCCCC(C([O-])=O)CC.[Sn+2].[CH3:40][N:41]=[C:42]=[O:43]>C1C=CC=CC=1>[N:9]1[S:8][CH:7]=[C:6]2[CH:5]=[CH:4][CH:3]=[C:2]([O:1][C:42](=[O:43])[NH:41][CH3:40])[C:10]=12 |f:2.3.4|. Procedure: To a solution of 2.0 g. 7-hydroxy-2,1-benzisothiazole, 40 ml. dry benzene, and catalytic amounts of triethylenediamine and stannous octoate was added 2.5 g. methylisocyanate. After about five minutes at room temperature, yellow solid carbamate product crystallized from solution. The mixture was allowed to stand at room temperature overnight, then solvent and excess methylisocyanate were removed by evaporation on a rotatory evaporator. The solid residue was washed with hot hexane and isolated by ... Starting materials: FC=1C=C(C=CC1OC1=CC=NC2=CC(=CC=C12)O)N(C(=O)C1(CC1)C(=O)N)C1=CC=CC=C1 (N-(3-fluoro-4-(7-hydroxyquinolin-4-yloxy)phenyl)-N-phenylcyclo-propane-1,1-dicarboxamide), CS(=O)(=O)OCCC1(CC1)OC(C1=CC=CC=C1)=O (2-(1-(benzoyloxy)cyclopropyl)ethyl methanesulfonate), C(=O)([O-])[O-].[Cs+].[Cs+] (Cs2CO3). Run in CN(C)C=O (DMF). Reaction conditions: temperature 50 celsius, time 8 hour. Product: C(C1=CC=CC=C1)(=O)OC1(CC1)CCOC1=CC=C2C(=CC=NC2=C1)OC1=C(C=C(C=C1)NC(=O)C1(CC1)C(NC1=CC=CC=C1)=O)F (1-(2-(4-(2-fluoro-4-(1-(phenylcarbamoyl)cyclopropanecarboxamido)phenoxy)quinolin-7-yloxy)ethyl)cyclopropyl benzoate). Isolated yield 116.2%. Reaction SMILES: [F:1][C:2]1[CH:3]=[C:4]([N:20](C2C=CC=CC=2)[C:21]([C:23]2(C(N)=O)[CH2:25][CH2:24]2)=[O:22])[CH:5]=[CH:6][C:7]=1[O:8][C:9]1[C:18]2[C:13](=[CH:14][C:15](O)=[CH:16][CH:17]=2)[N:12]=[CH:11][CH:10]=1.CS([O:39][CH2:40][CH2:41][C:42]1([O:45][C:46](=[O:53])[C:47]2[CH:52]=[CH:51][CH:50]=[CH:49][CH:48]=2)[CH2:44][CH2:43]1)(=O)=O.[C:54]([O-:57])([O-])=O.[Cs+].[Cs+]>CN(C=O)C>[C:46]([O:45][C:42]1([CH2:41][CH2:40][O:39][C:15]2[CH:14]=[C:13]3[C:18]([C:9]([O:8][C:7]4[CH:6]=[CH:5][C:4]([NH:20][C:21]([C:23]5([C:54](=[O:57])[NH:12][C:13]6[CH:18]=[CH:17][CH:16]=[CH:15][CH:14]=6)[CH2:24][CH2:25]5)=[O:22])=[CH:3][C:2]=4[F:1])=[CH:10][CH:11]=[N:12]3)=[CH:17][CH:16]=2)[CH2:44][CH2:43]1)(=[O:53])[C:47]1[CH:52]=[CH:51][CH:50]=[CH:49][CH:48]=1 |f:2.3.4|. Procedure: To a mixture of N-(3-fluoro-4-(7-hydroxyquinolin-4-yloxy)phenyl)-N-phenylcyclo-propane-1,1-dicarboxamide (91 mg, 0.2 mmol) and 2-(1-(benzoyloxy)cyclopropyl)ethyl methanesulfonate (113.6 mg, 0.4 mmol) in DMF (3 mL) were added Cs2CO3 (195 mg, 0.6 mmol, Aladdin). The reaction was stirred at 50° C. overnight. The solvent was then removed in vacuo, and the residue was extracted with CHCl3 (30 mL). The organic layer was dried over Na2SO4 and concentrated in vacuo. The residue was purified by a silica ...